From a dataset of the Open Reaction Database (ORD), a public repository of structured organic reaction records. describe an organic reaction: reactants, conditions, products, and yield Starting materials: C1(CC=2C(C(=O)O1)=CC=CC2)=O (homophthalic anhydride), [Cl-].[Al+3].[Cl-].[Cl-] (aluminum chloride), C(CCCCCC)C1=CC=CC=C1 (heptylbenzene), Cl (hydrochloric acid). Run in ice water. Conditions: temperature 90 celsius, time 8 hour. The product is C(CCCCCC)C1=CC=C(C(CC2=C(C(=O)O)C=CC=C2)=O)C=C1 (2-(4-n-heptylphenacyl)benzoic acid). Reaction SMILES: [C:1]1(=[O:12])[O:7][C:5](=[O:6])[C:4]2=[CH:8][CH:9]=[CH:10][CH:11]=[C:3]2[CH2:2]1.[Cl-].[Al+3].[Cl-].[Cl-].[CH2:17]([C:24]1[CH:29]=[CH:28][CH:27]=[CH:26][CH:25]=1)[CH2:18][CH2:19][CH2:20][CH2:21][CH2:22][CH3:23].Cl>>[CH2:17]([C:24]1[CH:25]=[CH:26][C:27]([C:1](=[O:12])[CH2:2][C:3]2[CH:11]=[CH:10][CH:9]=[CH:8][C:4]=2[C:5]([OH:7])=[O:6])=[CH:28][CH:29]=1)[CH2:18][CH2:19][CH2:20][CH2:21][CH2:22][CH3:23] |f:1.2.3.4|. Procedure details: A mixture of homophthalic anhydride (40 g, 0.24 mole), aluminum chloride (48 g, 0.36 mole) and heptylbenzene (400 ml) is heated (90° C. for 90 minutes). The reaction mixture is poured into a mixture of ice water (800 ml) and concentrated hydrochloric acid (200 g) and stirred overnight. The product is extracted with ether (3×300 ml). The extracts are combined, dried over magnesium sulfate, filtered and evaporated. The residue is crystallized from heptane to provide 2-(4-n-heptylphenacyl)benzoic a...